From a dataset of the Open Reaction Database (ORD), a public repository of structured organic reaction records. describe an organic reaction: reactants, conditions, products, and yield The reactants are [Cl-].[NH4+] (ammonium chloride), FC(F)(F)[Si](C)(C)C ((trifluoromethyl)trimethylsilane), BrC1=CC=C(C=C1)\C=N/[S@](=O)C(C)(C)C ((N—Z)—N-[(4-bromophenyl)methylene]-(R)-2-methyl-propane-2-sulfinamide). The reagents and catalysts are C(C)(=O)[O-].C(CCC)[N+](CCCC)(CCCC)CCCC (tetrabutylammonium acetate). The solvent is CN(C)C=O (DMF). Run at temperature 2.5 celsius, time 90 minute. The product is BrC1=CC=C(C=C1)[C@@H](C(F)(F)F)N[S@](=O)C(C)(C)C (N-[(1S)-1-(4-Bromophenyl)-2,2,2-trifluoro-ethyl]-(R)-2-methyl-propane-2-sulfinamide). The yield is 78.0%. As a reaction SMILES: [F:1][C:2]([Si](C)(C)C)([F:4])[F:3].[Br:9][C:10]1[CH:15]=[CH:14][C:13](/[CH:16]=[N:17]\[S@@:18]([C:20]([CH3:23])([CH3:22])[CH3:21])=[O:19])=[CH:12][CH:11]=1.[Cl-].[NH4+]>C([O-])(=O)C.C([N+](CCCC)(CCCC)CCCC)CCC.CN(C=O)C>[Br:9][C:10]1[CH:11]=[CH:12][C:13]([C@H:16]([NH:17][S@@:18]([C:20]([CH3:23])([CH3:22])[CH3:21])=[O:19])[C:2]([F:4])([F:3])[F:1])=[CH:14][CH:15]=1 |f:2.3,4.5|. Procedure: Add neat (trifluoromethyl)trimethylsilane (109 mL, 0.74 mol) to a stirred solution of tetrabutylammonium acetate (88 g, 0.29 mol) and (N—Z)—N-[(4-bromophenyl)methylene]-(R)-2-methyl-propane-2-sulfinamide (85 g, 0.29 mol) in DMF (1.2 L) at 0° C. Stir the mixture at 0-5° C. for 90 min Add a saturated aqueous ammonium chloride solution (1.2 L) and extract with EtOAc (4×400 mL). Combine the organic extracts; sequentially wash the extracts with water then brine (2×1 L); dry over MgSO4; filter; and co...